This data is from the Open Reaction Database (ORD), a public repository of structured organic reaction records. The task is: describe an organic reaction: reactants, conditions, products, and yield Reactants: Cc1c(C(=O)NC2CCCCC2)cc(-c2cc(Cl)ccc2F)n1CC1CCCN1C(=O)OC(C)(C)C, ClCCl, O=C(O)C(F)(F)F. The product is O=C(O)C(F)(F)F, Cc1c(C(=O)NC2CCCCC2)cc(-c2cc(Cl)ccc2F)n1CC1CCCN1. As a reaction SMILES: [C:1]([O:2][C:3](=[O:4])[N:8]1[CH:9]([CH2:13][n:14]2[c:15]([CH3:36])[c:16]([C:27]([NH:28][CH:29]3[CH2:30][CH2:31][CH2:32][CH2:33][CH2:34]3)=[O:35])[cH:17][c:18]2-[c:19]2[c:20]([F:26])[cH:21][cH:22][c:23]([Cl:25])[cH:24]2)[CH2:10][CH2:11][CH2:12]1)([CH3:5])([CH3:6])[CH3:7].[CH2:44]([Cl:45])[Cl:46].[F:37][C:38]([C:39](=[O:40])[OH:41])([F:42])[F:43]>>[F:37][C:38]([C:39](=[O:40])[OH:41])([F:42])[F:43].[NH:8]1[CH:9]([CH2:13][n:14]2[c:15]([CH3:36])[c:16]([C:27]([NH:28][CH:29]3[CH2:30][CH2:31][CH2:32][CH2:33][CH2:34]3)=[O:35])[cH:17][c:18]2-[c:19]2[c:20]([F:26])[cH:21][cH:22][c:23]([Cl:25])[cH:24]2)[CH2:10][CH2:11][CH2:12]1. The reactants are CCOc1cc(C(N)=O)ccc1Nc1ncnc2sc(C(=O)OC)c(C)c12, CO, [Cl-], N, [NH4+]. The product is CCOc1cc(C(N)=O)ccc1Nc1ncnc2sc(C(N)=O)c(C)c12. As a reaction SMILES: [C:1]([NH2:2])(=[O:3])[c:4]1[cH:5][c:6]([O:25][CH2:26][CH3:27])[c:7]([NH:10][c:11]2[c:12]3[c:13]([n:14][cH:15][n:16]2)[s:17][c:18]([C:21]([O:23][CH3:22])=[O:24])[c:19]3[CH3:20])[cH:8][cH:9]1.[CH3:31][OH:32].[Cl-:28].[NH3:30].[NH4+:29]>>[C:1]([NH2:2])(=[O:3])[c:4]1[cH:5][c:6]([O:25][CH2:26][CH3:27])[c:7]([NH:10][c:11]2[c:12]3[c:13]([n:14][cH:15][n:16]2)[s:17][c:18]([C:21](=[O:23])[NH2:29])[c:19]3[CH3:20])[cH:8][cH:9]1. Reactants: O=C(C=1N=C(C=CC1)C)N(C(C)C)C(C)C. Reagents/catalysts: O=C1C=CC=2C=CC=C(C3=CN=C(C=C3)C=4N=CC=CC4)C2N1, O1B(OC(C)(C)C1(C)C)B2OC(C)(C)C(O2)(C)C, [K].OC(C)(C)C, C[OH2+].C[OH2+].C1CC=CCCC=C1.C1CC=CCCC=C1.[Ir].[Ir]. Solvent: O1CCCC1. Conditions: temperature 80 celsius, time 12 hour. Yields the product O=C(C=1N=C(C=C(C1)B2OC(C)(C)C(O2)(C)C)C)N(C(C)C)C(C)C. Yield: 96.0%. Procedure details: In an argon filled glove box, a 5.0 mL wheaton microreactor was charged with [Ir(cod)(OMe)]2 (1.98 mg, 1.5 mol%), L1 ligand (2.1 mg, 3.5 mol%), B2pin2 (50.8 mg, 1.0 equiv.), KOtBu (1.0 mg, 4.5 mol%), and dry THF (1.0 mL). The reaction mixture was stirred for 2 minutes at room temperature. To this mixture, N,N-diisopropyl-6-methylpicolinamide (44.1 mg, 0.2 mmol) was added. The microreactor was capped with a teflon pressure cap and placed into pre-heated aluminum block at 80 oC. The reaction mixtu...